Dataset: the Open Reaction Database (ORD), a public repository of structured organic reaction records. Task: describe an organic reaction: reactants, conditions, products, and yield The reactants are CC(Nc1c(-c2ccc(F)cc2Cl)c(Cl)nc2c(Br)cnn12)C(C)(C)C, [Li]CCCC, CCCCCC, ClCCl, Cl, C1CCOC1, CCOP(=O)(Cl)OCC. Product: CCOP(=O)(OCC)c1cnn2c(NC(C)C(C)(C)C)c(-c3ccc(F)cc3Cl)c(Cl)nc12. RXN SMILES: [Br:1][c:2]1[cH:3][n:4][n:5]2[c:6]1[n:7][c:8]([Cl:26])[c:9](-[c:18]1[c:19]([Cl:25])[cH:20][c:21]([F:24])[cH:22][cH:23]1)[c:10]2[NH:11][CH:12]([C:13]([CH3:14])([CH3:15])[CH3:16])[CH3:17].[CH2:27]([Li:28])[CH2:29][CH2:30][CH3:31].[CH3:47][CH2:48][CH2:49][CH2:50][CH2:51][CH3:52].[Cl:53][CH2:54][Cl:55].[ClH:41].[O:42]1[CH2:43][CH2:44][CH2:45][CH2:46]1.[P:32](=[O:33])([O:34][CH2:35][CH3:36])([O:37][CH2:38][CH3:39])[Cl:40]>>[c:2]1([P:32](=[O:33])([O:34][CH2:35][CH3:36])[O:37][CH2:38][CH3:39])[cH:3][n:4][n:5]2[c:6]1[n:7][c:8]([Cl:26])[c:9](-[c:18]1[c:19]([Cl:25])[cH:20][c:21]([F:24])[cH:22][cH:23]1)[c:10]2[NH:11][CH:12]([C:13]([CH3:14])([CH3:15])[CH3:16])[CH3:17]. The reactants are CO, CC(c1ccccc1)N1CCC2CN(C(=O)OC(C)(C)C)CC21. Yields the product CC(C)(C)OC(=O)N1CC2CCNC2C1. Reaction SMILES: [CH3:24][OH:25].[c:1]1([CH:2]([CH3:3])[N:9]2[CH:10]3[CH:11]([CH2:12][CH2:13]2)[CH2:14][N:15]([C:17](=[O:18])[O:19][C:20]([CH3:21])([CH3:22])[CH3:23])[CH2:16]3)[cH:4][cH:5][cH:6][cH:7][cH:8]1>>[NH:9]1[CH:10]2[CH:11]([CH2:12][CH2:13]1)[CH2:14][N:15]([C:17](=[O:18])[O:19][C:20]([CH3:21])([CH3:22])[CH3:23])[CH2:16]2. The solvent is O1CCCC1 (tetrahydrofuran), O1CCCC1 (tetrahydrofuran). As a reaction SMILES: [CH:1]([Mg]Cl)=[CH2:2].[F:5][C:6]1[CH:13]=[CH:12][C:9]([CH:10]=[O:11])=[CH:8][CH:7]=1.O>O1CCCC1>[F:5][C:6]1[CH:13]=[CH:12][C:9]([CH:10]([OH:11])[CH:1]=[CH2:2])=[CH:8][CH:7]=1. Reactants: FC1=CC=C(C=O)C=C1 (4-fluorobenzaldehyde), O (water), solution, C(=C)[Mg]Cl (vinylmagnesium chloride). Product: FC1=CC=C(C=C1)C(C=C)O (1-(4-Fluorophenyl)allyl alcohol). Reported procedure: 1,550 ml (2.0 mol) of a 1.29 M solution of vinylmagnesium chloride in tetrahydrofuran were introduced into a 4 l stirred flask under nitrogen. Subsequently, while stirring under nitrogen at 30°-35° C., a solution of 222.0 g (1,764 mol) of 4-fluorobenzaldehyde in 2,000 ml of tetrahydrofuran was added over the course of 30 min, cooling the reaction mixture with ice. The mixture was then stirred at room temperature under nitrogen for 2.5 h. Subsequently, while stirring and cooling with ice, 180 ml ... The yield is 99.0%. Starting materials: CC1=CC(=NO1)C(=O)N1CCC(CC1)CC(=O)OC (methyl {1-[(5-methylisoxazol-3-yl)carbonyl]piperidin-4-yl}acetate), CO (methanol), [OH-].[Na+] (sodium hydroxide). Run in O (water). Conditions: time 2 hour. Product: CC1=CC(=NO1)C(=O)N1CCC(CC1)CC(=O)O ({1-[(5-Methylisoxazol-3-yl)carbonyl]piperidin-4-yl}acetic acid). The yield is 11.9%. Reaction SMILES: [CH3:1][C:2]1[O:6][N:5]=[C:4]([C:7]([N:9]2[CH2:14][CH2:13][CH:12]([CH2:15][C:16]([O:18]C)=[O:17])[CH2:11][CH2:10]2)=[O:8])[CH:3]=1.CO.[OH-].[Na+]>O>[CH3:1][C:2]1[O:6][N:5]=[C:4]([C:7]([N:9]2[CH2:10][CH2:11][CH:12]([CH2:15][C:16]([OH:18])=[O:17])[CH2:13][CH2:14]2)=[O:8])[CH:3]=1 |f:2.3|. Reported procedure: Into the reaction flask was added methyl {1-[(5-methylisoxazol-3-yl)carbonyl]piperidin-4-yl}acetate (2.8 g, 10.0 mmol) and methanol (10 mL) and 3 M of sodium hydroxide in water (10 mL). The mixture was stirred at rt for 2 h. After concentration, the residue was neutralized to pH=7. The mixture was extracted with EtOAc twice. The combined organic layers were dried and concentrated to give the desired product (0.30 g, 11%). LCMS for C12H17N2O4 (M+H)+: m/z=253.1